describe an organic reaction: reactants, conditions, products, and yield From a dataset of the Open Reaction Database (ORD), a public repository of structured organic reaction records. The reactants are BrC=1C=C2C(=C(C=NC2=CC1)C(=O)C1CC1)Cl ((6-bromo-4-chloroquinolin-3-yl)(cyclopropyl)methanone), CN1CCC(CC1)N (1-methylpiperidin-4-amine). The product is BrC=1C=C2C(=C(C=NC2=CC1)C(=O)C1CC1)NC1CCN(CC1)C ([6-Bromo-4-(1-methylpiperidin-4-ylamino)quinolin-3-yl](cyclopropyl)methanone). The yield is 86.7%. Reaction SMILES: [Br:1][C:2]1[CH:3]=[C:4]2[C:9](=[CH:10][CH:11]=1)[N:8]=[CH:7][C:6]([C:12]([CH:14]1[CH2:16][CH2:15]1)=[O:13])=[C:5]2Cl.[CH3:18][N:19]1[CH2:24][CH2:23][CH:22]([NH2:25])[CH2:21][CH2:20]1>>[Br:1][C:2]1[CH:3]=[C:4]2[C:9](=[CH:10][CH:11]=1)[N:8]=[CH:7][C:6]([C:12]([CH:14]1[CH2:16][CH2:15]1)=[O:13])=[C:5]2[NH:25][CH:22]1[CH2:23][CH2:24][N:19]([CH3:18])[CH2:20][CH2:21]1. Reported procedure: Following general procedure B, (6-bromo-4-chloroquinolin-3-yl)(cyclopropyl)methanone (510 mg, 1.64 mmol) was reacted with 1-methylpiperidin-4-amine (375 mg, 3.28 mmol) to afford the desired product (552 mg, 87%) as a brown solid: 1H NMR (300 MHz, CD3OD) δ 9.12 (s, 1H), 8.38 (d, J=2.0 Hz, 1H), 7.84 (dd, J=8.9, 2.1 Hz, 1H), 7.79-7.71 (m, 1H), 4.20-3.97 (m, 1H), 2.93-2.69 (m, 3H), 2.47-2.19 (m, 5H), 2.19-2.03 (m, 2H), 1.86-1.60 (m, 2H), 1.32-1.16 (m, 2H), 1.16-1.00 (m, 2H). The reactants are NC1=NC2=C(C=3C=C(C=NC13)CCC1=CC=C(C=C1)O)C=CC(=C2)C (4-(2-(5-amino-8-methylbenzo[f][1,7]naphthyridin-2-yl)ethyl)phenol), C(OCC)(=O)Cl (ethyl carbonochloridate). The product is C(OC1=CC=C(C=C1)CCC=1C=NC=2C(=NC3=C(C2C1)C=CC(=C3)C)N)(OCC)=O (4-(2-(5-Amino-8-methylbenzo[f][1,7]naphthyridin-2-yl)ethyl)phenyl ethyl carbonate). RXN SMILES: [NH2:1][C:2]1[C:11]2[N:10]=[CH:9][C:8]([CH2:12][CH2:13][C:14]3[CH:19]=[CH:18][C:17]([OH:20])=[CH:16][CH:15]=3)=[CH:7][C:6]=2[C:5]2[CH:21]=[CH:22][C:23]([CH3:25])=[CH:24][C:4]=2[N:3]=1.[C:26](Cl)(=[O:30])[O:27][CH2:28][CH3:29]>>[C:26](=[O:30])([O:27][CH2:28][CH3:29])[O:20][C:17]1[CH:16]=[CH:15][C:14]([CH2:13][CH2:12][C:8]2[CH:9]=[N:10][C:11]3[C:2]([NH2:1])=[N:3][C:4]4[CH:24]=[C:23]([CH3:25])[CH:22]=[CH:21][C:5]=4[C:6]=3[CH:7]=2)=[CH:19][CH:18]=1. Procedure details: 4-(2-(5-Amino-8-methylbenzo[f][1,7]naphthyridin-2-yl)ethyl)phenyl ethyl carbonate was prepared from 4-(2-(5-amino-8-methylbenzo[f][1,7]naphthyridin-2-yl)ethyl)phenol (from Example 170) following the procedure described for Example 138, but using ethyl carbonochloridate. LRMS [M+H]=402.2